Task: describe an organic reaction: reactants, conditions, products, and yield. Dataset: the Open Reaction Database (ORD), a public repository of structured organic reaction records Reactants: C(C(C)(C)C)(=O)OC1=CC=C(C=C1)CCNC(=O)C=1C=NC=CC1 (3-{N-[β-(4-pivalyloxyphenyl)ethyl]}carbamoylpyridine), CI (methyl iodide). Solvent: CC(=O)C (acetone). The product is [I-].C[N+]1=CC(=CC=C1)C(NCCC1=CC=C(C=C1)OC(C(C)(C)C)=O)=O (1-Methyl-3-{N-[β-(4-pivalyloxyphenyl)ethyl]}carbamoylpyridinium iodide). RXN SMILES: [C:1]([O:7][C:8]1[CH:13]=[CH:12][C:11]([CH2:14][CH2:15][NH:16][C:17]([C:19]2[CH:20]=[N:21][CH:22]=[CH:23][CH:24]=2)=[O:18])=[CH:10][CH:9]=1)(=[O:6])[C:2]([CH3:5])([CH3:4])[CH3:3].[CH3:25][I:26]>CC(C)=O>[I-:26].[CH3:25][N+:21]1[CH:22]=[CH:23][CH:24]=[C:19]([C:17](=[O:18])[NH:16][CH2:15][CH2:14][C:11]2[CH:12]=[CH:13][C:8]([O:7][C:1](=[O:6])[C:2]([CH3:5])([CH3:4])[CH3:3])=[CH:9][CH:10]=2)[CH:20]=1 |f:3.4|. Reported procedure: To a solution of 1.63 g (5 mmol) of the product of Example 26 in 10 ml of acetone, 1.41 g (10 mmol) methyl iodide were added and the mixture was refluxed overnight while stirring. The acetone layer was separated by decantation and the yellowish, oily residue was crystallized from methanol/ether. Yield, 1.94 g (83%), m.p. 155°-157° C. PMR (D2O) δ 9.16-8.00 (m, 4H, C5H4N+), 7.33-6.83 (m, 4H, C6H4), 4.40 (s, 3H, N+ --CH3), 3.5 (t, 2H, J=7 Hz, ##STR1455## 2.90 (t, 2H, J=7 Hz, CH2), 1.30 (s, 9H, C--(... Reactants: N(=C=O)C1=CC=C(C=C1)C(F)(F)F (1-isocyanato-4-(trifluoromethyl)benzene), C(#N)C1=CC=C(C=C1)N1C[C@H](CCC1)N[C@H]1[C@@H](CCCC1)NC(CC1=CN(C2=CC=CC=C12)C)=O (N-((1R,2R)-2-((S)-1-(4-Cyanophenyl)piperidin-3-ylamino)cyclohexyl)-2-(1-methyl-1H-indol-3-yl)acetamide), C(#N)C1=CC=C(C=C1)N1C[C@H](CCC1)N[C@H]1[C@@H](CCCC1)NC(CC1=CN(C2=CC=CC=C12)C)=O (N-((1R,2R)-2-((S)-1-(4-Cyanophenyl)piperidin-3-ylamino)cyclohexyl)-2-(1-methyl-1H-indol-3-yl)acetamide). Yields the product C(#N)C1=CC=C(C=C1)N1C[C@H](CCC1)N[C@H]1[C@@H](CCCC1)NC(=O)NC1=CC=C(C=C1)C(F)(F)F (1-((1R,2R)-2-((S)-1-(4-Cyanophenyl)piperidin-3-ylamino)cyclohexyl)-3-(4-(trifluoromethyl)phenyl)urea), white solid. Yield: 22.1%. RXN SMILES: [C:1]([C:3]1[CH:8]=[CH:7][C:6]([N:9]2[CH2:14][CH2:13][CH2:12][C@H:11]([NH:15][C@@H:16]3[CH2:21][CH2:20][CH2:19][CH2:18][C@H:17]3[NH:22][C:23](=[O:35])CC3C4C(=CC=CC=4)N(C)C=3)[CH2:10]2)=[CH:5][CH:4]=1)#[N:2].[N:36]([C:39]1[CH:44]=[CH:43][C:42]([C:45]([F:48])([F:47])[F:46])=[CH:41][CH:40]=1)=C=O>>[C:1]([C:3]1[CH:8]=[CH:7][C:6]([N:9]2[CH2:14][CH2:13][CH2:12][C@H:11]([NH:15][C@@H:16]3[CH2:21][CH2:20][CH2:19][CH2:18][C@H:17]3[NH:22][C:23]([NH:36][C:39]3[CH:44]=[CH:43][C:42]([C:45]([F:46])([F:47])[F:48])=[CH:41][CH:40]=3)=[O:35])[CH2:10]2)=[CH:5][CH:4]=1)#[N:2]. Procedure: 1-((1R,2R)-2-((S)-1-(4-Cyanophenyl)piperidin-3-ylamino)cyclohexyl)-3-(4-(trifluoromethyl)phenyl)urea was synthesized using 4-((S)-3-((1R,2R)-2-aminocyclohexylamino)piperidin-1-yl)benzonitrile (from intermediate D, Example 10) (50 mg, 0.17 mmol) and 1-isocyanato-4-(trifluoromethyl)benzene (31.3 mg, 0.17 mmol) according to General Procedure G to give 18 mg (22.1%) of white solid. Anal. Calcd. for C26H30F3N5O m/z 458.2, found: 486.3 (M+H)+; 1H NMR (400 MHz, CD3OD) δ ppm 7.53 (d, J=8.8 Hz, 2H), 7.45... Run in CC(=O)OCC1=C2C=CC=CC2=C(C3=CC=CC=C31)COC(=O)C (acetic). RXN SMILES: [CH3:1][O:2][C:3]([C:5]1[CH2:10][C:9](O[Si](C)(C)C)=[C:8](O[Si](C)(C)C)[CH2:7][C:6]=1[C:21]([O:23][CH3:24])=[O:22])=[O:4].[F:25][C:26]1[CH:32]=[CH:31][C:29]([NH2:30])=[CH:28][CH:27]=1>CC(OCC1C2C(=CC=CC=2)C(COC(C)=O)=C2C=1C=CC=C2)=O>[CH3:1][O:2][C:3](=[O:4])[C:5]1[C:6](=[CH:7][C:8]([NH:30][C:29]2[CH:31]=[CH:32][C:26]([F:25])=[CH:27][CH:28]=2)=[C:9]([NH:30][C:29]2[CH:31]=[CH:32][C:26]([F:25])=[CH:27][CH:28]=2)[CH:10]=1)[C:21]([O:23][CH3:24])=[O:22]. Yields the product COC(C=1C(C(=O)OC)=CC(=C(C1)NC1=CC=C(C=C1)F)NC1=CC=C(C=C1)F)=O (4,5-Bis(4-fluoroanilino)phthalic acid dimethyl ester). Starting materials: COC(=O)C1=C(CC(=C(C1)O[Si](C)(C)C)O[Si](C)(C)C)C(=O)OC (4,5-bis(trimethylsilyloxy)cyclohexa-1,4-diene-1,2-dicarboxylic acid dimethyl ester), FC1=CC=C(N)C=C1 (4-fluoroaniline). Procedure details: A solution of 2.4 g (6 mmol) of 4,5-bis(trimethylsilyloxy)cyclohexa-1,4-diene-1,2-dicarboxylic acid dimethyl ester (Example 1a) and 2.3 ml (24 mmol) of 4-fluoroaniline in 60 ml of glacial acetic add is boiled under reflux for 2 hours. The reaction mixture is cooled, the solvent is evaporated off and the dark-brown residue is dissolved in dichloromethane the solution is washed in succession with 20 ml of 1N HCl, 50 ml of saturated NaHCO3 and twice with 20 ml of water, dried with sodium sulfate an... The reactants are CC=1C=C(OC2=NC=NC(=C2C(C(=O)OC)=COC)OC)C=CC1 (Methyl α-[4-(3-methylphenoxy)-6-methoxy-pyrimidin-5-yl]-β-methoxyacrylate), BrN1C(CCC1=O)=O (N-bromosuccinimide), CC(C)(C#N)N=NC(C)(C)C#N (AIBN). The solvent is C(Cl)(Cl)(Cl)Cl (CCl4). Product: BrCC=1C=C(OC2=NC=NC(=C2C(C(=O)OC)=COC)OC)C=CC1 (methyl α-[4-(3-bromomethylphenoxy)-6-methoxy-pyrimidin-5-yl]-β-methoxyacrylate). RXN SMILES: [CH3:1][C:2]1[CH:3]=[C:4]([CH:22]=[CH:23][CH:24]=1)[O:5][C:6]1[C:11]([C:12](=[CH:17][O:18][CH3:19])[C:13]([O:15][CH3:16])=[O:14])=[C:10]([O:20][CH3:21])[N:9]=[CH:8][N:7]=1.[Br:25]N1C(=O)CCC1=O.CC(N=NC(C#N)(C)C)(C#N)C>C(Cl)(Cl)(Cl)Cl>[Br:25][CH2:1][C:2]1[CH:3]=[C:4]([CH:22]=[CH:23][CH:24]=1)[O:5][C:6]1[C:11]([C:12](=[CH:17][O:18][CH3:19])[C:13]([O:15][CH3:16])=[O:14])=[C:10]([O:20][CH3:21])[N:9]=[CH:8][N:7]=1. Reported procedure: Methyl α-[4-(3-methylphenoxy)-6-methoxy-pyrimidin-5-yl]-β-methoxyacrylate (2.7, 8.4 mmol), N-bromosuccinimide (1.6 g, 6 mmol) and a catalytic amount of AIBN are refluxed in CCl4 for 90 minutes. Filtration of the succinimide and evaporation of the solvent gives the methyl α-[4-(3-bromomethylphenoxy)-6-methoxy-pyrimidin-5-yl]-β-methoxyacrylate as a colorless oil. Run in CCCCCC (hexane), O1CCCC1 (tetrahydrofuran). Procedure: Anhydrous 3-(dimethylamino)propyltriphenylphosphonium bromide hydrobromide (31 g., 60.9 mmole), 122 mmole of n-butyl lithium in hexane, and 9-bromo-6,11-dihydrodibenz[b,e]oxepin-11-one (12.7 g., 43.8 mmole) were reacted in 750 mL dry tetrahydrofuran by the procedure of Example I, Step b. This provided an E/Z (1:6) isomeric mixture of bromoamines. Recrystallization of the mixture from ethyl acetate/methanol gave 1.2 g. of pure Z-isomer as its hydrochloride salt, melting range 91°-100° C. and 2.16... Yields the product BrC=1C=CC2=C(/C(/C3=C(OC2)C=CC=C3)=C/CCN(C)C)C1 ((Z)-3-(9-Bromo-6,11-dihydrodibenz[b,e]oxepin-11-ylidene)-N,N-dimethylpropylamine). Reaction SMILES: Br.[Br-].[CH3:3][N:4]([CH3:27])[CH2:5][CH2:6][CH2:7][P+](C1C=CC=CC=1)(C1C=CC=CC=1)C1C=CC=CC=1.C([Li])CCC.[Br:33][C:34]1[CH:35]=[CH:36][C:37]2[CH2:43][O:42][C:41]3[CH:44]=[CH:45][CH:46]=[CH:47][C:40]=3[C:39](=O)[C:38]=2[CH:49]=1>CCCCCC.O1CCCC1>[Br:33][C:34]1[CH:35]=[CH:36][C:37]2[CH2:43][O:42][C:41]3[CH:44]=[CH:45][CH:46]=[CH:47][C:40]=3/[C:39](=[CH:7]\[CH2:6][CH2:5][N:4]([CH3:27])[CH3:3])/[C:38]=2[CH:49]=1 |f:0.1.2|. The reactants are Br.[Br-].CN(CCC[P+](C1=CC=CC=C1)(C1=CC=CC=C1)C1=CC=CC=C1)C (3-(dimethylamino)propyltriphenylphosphonium bromide hydrobromide), C(CCC)[Li] (n-butyl lithium), BrC=1C=CC2=C(C(C3=C(OC2)C=CC=C3)=O)C1 (9-bromo-6,11-dihydrodibenz[b,e]oxepin-11-one), bromoamines, hydrochloride salt. Starting materials: NCC(=O)NC=1C(=CC(=C(C1)NS(=O)(=O)C)OC1=CC=CC=C1)[N+](=O)[O-] (N-(5-aminoacetylamino-4-nitro-2-phenoxyphenyl)methanesulfonamide). Procedure details: Following the same procedure as that of Example 23 except for the use of N-(5-aminoacetylamino-4-nitro-2-phenoxyphenyl)methanesulfonamide obtained by the procedure of Example 22 andacetonitrile in place of N-[5-(n-butylaminoacetylamino)-4-nitro-2-phenoxyphenyl]methanesulfonamide and acetone as a reaction solvent used in Example 23, N-(5-aminoacetylamino-4-nitro-2-phenoxyphenyl)methanesulfonamide hydrochloride was obtained. RXN SMILES: [NH2:1][CH2:2][C:3]([NH:5][C:6]1[C:7]([N+:24]([O-:26])=[O:25])=[CH:8][C:9]([O:17][C:18]2[CH:23]=[CH:22][CH:21]=[CH:20][CH:19]=2)=[C:10]([NH:12][S:13]([CH3:16])(=[O:15])=[O:14])[CH:11]=1)=[O:4]>CC(C)=O>[CH2:7]([NH:1][CH2:2][C:3]([NH:5][C:6]1[C:7]([N+:24]([O-:26])=[O:25])=[CH:8][C:9]([O:17][C:18]2[CH:23]=[CH:22][CH:21]=[CH:20][CH:19]=2)=[C:10]([NH:12][S:13]([CH3:16])(=[O:14])=[O:15])[CH:11]=1)=[O:4])[CH2:6][CH2:11][CH3:10]. Solvent: CC(=O)C (acetone). The product is C(CCC)NCC(=O)NC=1C(=CC(=C(C1)NS(=O)(=O)C)OC1=CC=CC=C1)[N+](=O)[O-] (N-[5-(n-butylaminoacetylamino)-4-nitro-2-phenoxyphenyl]methanesulfonamide).